This data is from the Open Reaction Database (ORD), a public repository of structured organic reaction records. The task is: describe an organic reaction: reactants, conditions, products, and yield Starting materials: Cl (hydrochloric acid), ClC=1N(C(=CC1C(=O)OCC)C1=CC=CC=C1)S(=O)(=O)C1=CC=CC=C1 (ethyl 2-chloro-5-phenyl-1-(phenylsulfonyl)-1H-pyrrole-3-carboxylate), solution, [H-].C(C(C)C)[Al+]CC(C)C (diisobutylaluminum hydride). Run in O1CCCC1 (tetrahydrofuran), C1(=CC=CC=C1)C (toluene). Reaction conditions: temperature -70 celsius, time 1 hour. The product is ClC=1N(C(=CC1CO)C1=CC=CC=C1)S(=O)(=O)C1=CC=CC=C1 ([2-Chloro-5-phenyl-1-(phenylsulfonyl)-1H-pyrrol-3-yl]methanol). The yield is 77.8%. Reaction SMILES: [Cl:1][C:2]1[N:3]([S:18]([C:21]2[CH:26]=[CH:25][CH:24]=[CH:23][CH:22]=2)(=[O:20])=[O:19])[C:4]([C:12]2[CH:17]=[CH:16][CH:15]=[CH:14][CH:13]=2)=[CH:5][C:6]=1[C:7](OCC)=[O:8].[H-].C([Al+]CC(C)C)C(C)C.Cl>O1CCCC1.C1(C)C=CC=CC=1>[Cl:1][C:2]1[N:3]([S:18]([C:21]2[CH:26]=[CH:25][CH:24]=[CH:23][CH:22]=2)(=[O:20])=[O:19])[C:4]([C:12]2[CH:13]=[CH:14][CH:15]=[CH:16][CH:17]=2)=[CH:5][C:6]=1[CH2:7][OH:8] |f:1.2|. Procedure: A solution (30 mL) of ethyl 2-chloro-5-phenyl-1-(phenylsulfonyl)-1H-pyrrole-3-carboxylate (1.27 g) in tetrahydrofuran was cooled to −70° C., a 1.5 mol/L solution (7.6 mL) of diisobutylaluminum hydride in toluene was added dropwise by small portions. The mixture was further stirred at −70° C. for 1 hr, 1 mol/l hydrochloric acid (20 mL) was added to the reaction mixture, and the mixture was extracted with ethyl acetate. The extract was washed with saturated brine, dried over anhydrous magnesium su...